From a dataset of the Open Reaction Database (ORD), a public repository of structured organic reaction records. describe an organic reaction: reactants, conditions, products, and yield The reactants are C(C)OC(=O)C1(CC2=CC=CC=C2C1)NC(C1=C(C(=CC=C1)C)O)=O (2-(2-Hydroxy-3-methyl-benzoylamino)-indan-2-carboxylic acid ethyl ester), C1(=CC=CC=C1)C (toluene), EtOAc heptanes, C(=O)([O-])[O-].[K+].[K+] (K2CO3), C(C#C)Br (propargyl bromide). Run in CN(C)C=O (DMF). The product is C(C)OC(=O)C1(CC2=CC=CC=C2C1)NC(C1=C(C(=CC=C1)C)OCC#C)=O (2-(3-Methyl-2-prop-2-ynyloxy-benzoylamino)-indan-2-carboxylic acid ethyl ester). Reaction SMILES: [CH2:1]([O:3][C:4]([C:6]1([NH:15][C:16](=[O:25])[C:17]2[CH:22]=[CH:21][CH:20]=[C:19]([CH3:23])[C:18]=2[OH:24])[CH2:14][C:13]2[C:8](=[CH:9][CH:10]=[CH:11][CH:12]=2)[CH2:7]1)=[O:5])[CH3:2].C([O-])([O-])=O.[K+].[K+].[CH2:32](Br)[C:33]#[CH:34].C1(C)C=CC=CC=1>CN(C=O)C>[CH2:1]([O:3][C:4]([C:6]1([NH:15][C:16](=[O:25])[C:17]2[CH:22]=[CH:21][CH:20]=[C:19]([CH3:23])[C:18]=2[O:24][CH2:34][C:33]#[CH:32])[CH2:7][C:8]2[C:13](=[CH:12][CH:11]=[CH:10][CH:9]=2)[CH2:14]1)=[O:5])[CH3:2] |f:1.2.3|. Procedure details: A 100 mL round bottom flask containing the 2-(hydroxy-3-methyl-benzoyl)-indan-2-carboxylic acid ethyl ester (3) (0.29 g 0.855 mmol) is charged with DMF (4 mL) and a stirring bar is added. After dissolution of the starting material, K2SO4 (0.3 g, 2.17 mmol) is added followed by a solution of propargyl bromide in toluene (11.59 M, 240 μL, 2.78 mmol). After stirring for 62 h tlc analysis (silica, 1:1 EtOAc/heptanes) indicates that the starting material had been consumed. The material is cleanly con... Yields the product C(CCC)NC([C@H]([C@H](CCCC)N)O)=O ((2S,3S)-N-butyl-3-amino-2-hydroxyheptanamide). The reagents and catalysts are [C].[Pd] (palladium carbon). Reactants: C(CCC)NC([C@H]([C@H](CCCC)N=[N+]=[N-])O)=O ((2S,3S)-N-butyl-3-azido-2-hydroxyheptanamide). Run in CO (methanol). Reported procedure: To 30 ml of a methanol solution containing 304 mg (1.25 mmol) of (2S,3S)-N-butyl-3-azido-2-hydroxyheptanamide was added 30 mg of 5% palladium carbon, and the resulting mixture was stirred under hydrogen atmosphere for 18 hours. Insoluble materials were filtered off, and the filtrate was distilled under reduced pressure to obtain 254 mg (Yield: 94%) of the title compound. Isolated yield 93.9%. As a reaction SMILES: [CH2:1]([NH:5][C:6](=[O:17])[C@@H:7]([OH:16])[C@@H:8]([N:13]=[N+]=[N-])[CH2:9][CH2:10][CH2:11][CH3:12])[CH2:2][CH2:3][CH3:4]>[C].[Pd].CO>[CH2:1]([NH:5][C:6](=[O:17])[C@@H:7]([OH:16])[C@@H:8]([NH2:13])[CH2:9][CH2:10][CH2:11][CH3:12])[CH2:2][CH2:3][CH3:4] |f:1.2|. Reaction conditions: time 18 hour. The reactants are C(CC)[C@]12[C@H](CC[C@H]2[C@H]2[C@H](CC1)[C@H]1CCC(C=C1CC2)=O)O (13β-propyl-17β-hydroxy-gon-4-en-3-one), C(C1=CC=CC=C1)(=O)Cl (benzoyl chloride). The product is C(CC)[C@]12[C@H](CC[C@H]2[C@H]2[C@H](CC1)[C@H]1CCC(C=C1CC2)=O)OCC2=CC=CC=C2 (13β-Propyl-17β-benzyloxy-gon-4-en-3-one). Reaction SMILES: [CH2:1]([C@:4]12[CH2:12][CH2:11][C@@H:10]3[C@@H:13]4[C:18]([CH2:19][CH2:20][C@H:9]3[C@@H:8]1[CH2:7][CH2:6][C@@H:5]2[OH:22])=[CH:17][C:16](=[O:21])[CH2:15][CH2:14]4)[CH2:2][CH3:3].[C:23](Cl)(=O)[C:24]1[CH:29]=[CH:28][CH:27]=[CH:26][CH:25]=1>>[CH2:1]([C@:4]12[CH2:12][CH2:11][C@@H:10]3[C@@H:13]4[C:18]([CH2:19][CH2:20][C@H:9]3[C@@H:8]1[CH2:7][CH2:6][C@@H:5]2[O:22][CH2:23][C:24]1[CH:29]=[CH:28][CH:27]=[CH:26][CH:25]=1)=[CH:17][C:16](=[O:21])[CH2:15][CH2:14]4)[CH2:2][CH3:3]. Reported procedure: Esterify 13β-propyl-17β-hydroxy-gon-4-en-3-one (2.5 g.) with benzoyl chloride (2.0 g.). Purify the product by chromatography on Florex and recrystallize from ethyl acetate to obtain the title compound, m.p. 198°-200°; ultraviolet absorption peak at 240 mμ (ε25,000); infrared absorption peaks at 5.84, 6.00 μ.